From a dataset of the Open Reaction Database (ORD), a public repository of structured organic reaction records. describe an organic reaction: reactants, conditions, products, and yield Isolated yield 95.3%. Starting materials: FC(C(CC(=O)C1=CC(=CC=C1)C(F)(F)F)=O)(F)F (4,4,4-trifluoro-1-(3-trifluoromethyl-phenyl)-butane-1,3-dione), NC1=NNC=C1 (3-aminopyrazole). Product: FC(C=1C=C(C=CC1)C1=NC=2N(C(=C1)C(F)(F)F)N=CC2)(F)F (5-(3-trifluoromethyl-phenyl)-7-trifluoromethyl-pyrazolo[1,5-a]pyrimidine). As a reaction SMILES: [F:1][C:2]([F:19])([F:18])[C:3](=O)[CH2:4][C:5]([C:7]1[CH:12]=[CH:11][CH:10]=[C:9]([C:13]([F:16])([F:15])[F:14])[CH:8]=1)=O.[NH2:20][C:21]1[CH:25]=[CH:24][NH:23][N:22]=1>C(O)(=O)C>[F:14][C:13]([F:16])([F:15])[C:9]1[CH:8]=[C:7]([C:5]2[CH:4]=[C:3]([C:2]([F:19])([F:18])[F:1])[N:22]3[N:23]=[CH:24][CH:25]=[C:21]3[N:20]=2)[CH:12]=[CH:11][CH:10]=1. Procedure: A mixture of 4,4,4-trifluoro-1-(3-trifluoromethyl-phenyl)-butane-1,3-dione (10.3 g, 36.1 mmol) and commercially available 3-aminopyrazole (3.0 g, 36.1 mmol) in acetic acid (100 mL) was refluxed for 4 h and evaporated. The crude product was further purified by crystallization (ethyl acetate/hexane) to yield 5-(3-trifluoromethyl-phenyl)-7-trifluoromethyl-pyrazolo[1,5-a]pyrimidine (11.4 g, 95%) as a light yellow solid. MS (ISP) 323.3[(M+H)+]; mp 96° C. Run in C(C)(=O)O (acetic acid). Starting materials: ice, C(C)OC(C(C)(C)OC1=C(C=C(C=C1)O)C)=O (2-(4-hydroxy-2-methyl-phenoxy)-2-methyl-propionic acid ethyl ester), CC1=NC(=CC(=C1CO)C(F)(F)F)C1=CC=C(C=C1)OC(F)(F)F ([2-methyl-6-(4-trifluoromethoxy-phenyl)-4-trifluoromethyl-pyridin-3-yl]-methanol), C(CCC)P(CCCC)CCCC (tributylphosphine), CN(C(=O)N=NC(=O)N(C)C)C (N,N,N′,N′-tetramethyl azodicarboxamide). Solvent: O1CCCC1 (tetrahydrofuran). Run at time 14 hour. The product is C(C)OC(C(C)(OC1=C(C=C(C=C1)OCC=1C(=NC(=CC1C(F)(F)F)C1=CC=C(C=C1)OC(F)(F)F)C)C)C)=O (2-Methyl-2-{2-methyl-4-[2-methyl-6-(4-trifluoromethoxy-phenyl)-4-trifluoromethyl-pyridin-3-ylmethoxy]-phenoxy}-propionic acid ethyl ester). Yield: 75.0%. RXN SMILES: [CH2:1]([O:3][C:4](=[O:17])[C:5]([O:8][C:9]1[CH:14]=[CH:13][C:12]([OH:15])=[CH:11][C:10]=1[CH3:16])([CH3:7])[CH3:6])[CH3:2].[CH3:18][C:19]1[C:24]([CH2:25]O)=[C:23]([C:27]([F:30])([F:29])[F:28])[CH:22]=[C:21]([C:31]2[CH:36]=[CH:35][C:34]([O:37][C:38]([F:41])([F:40])[F:39])=[CH:33][CH:32]=2)[N:20]=1.C(P(CCCC)CCCC)CCC.CN(C)C(N=NC(N(C)C)=O)=O>O1CCCC1>[CH2:1]([O:3][C:4](=[O:17])[C:5]([CH3:6])([O:8][C:9]1[CH:14]=[CH:13][C:12]([O:15][CH2:25][C:24]2[C:19]([CH3:18])=[N:20][C:21]([C:31]3[CH:32]=[CH:33][C:34]([O:37][C:38]([F:40])([F:39])[F:41])=[CH:35][CH:36]=3)=[CH:22][C:23]=2[C:27]([F:28])([F:30])[F:29])=[CH:11][C:10]=1[CH3:16])[CH3:7])[CH3:2]. Reported procedure: To an ice cold solution of 2-(4-hydroxy-2-methyl-phenoxy)-2-methyl-propionic acid ethyl ester (35 mg, 147 μmol; described in WO 02/092590), [2-methyl-6-(4-trifluoromethoxy-phenyl)-4-trifluoromethyl-pyridin-3-yl]-methanol (52 mg, 148 μmol, example 112E]) and tributylphosphine (50 μl, 178 μmol) in tetrahydrofuran (3.5 ml) was added N,N,N′,N′-tetramethyl azodicarboxamide (30 mg, 178 mmol). The cooling bath was removed and stirring continued for 14 h. The mixture was filtered over celite and the sol...